Dataset: the Open Reaction Database (ORD), a public repository of structured organic reaction records. Task: describe an organic reaction: reactants, conditions, products, and yield The reactants are C(C)(C)C=1CCC(NN1)=O (4,5-Dihydro-6-isopropyl-3 (2H)-pyridazinone), BrBr (bromine). Run in C(C)(=O)O (acetic acid). Conditions: temperature 100 celsius. The product is crude product, C(C)(C)C=1C=CC(NN1)=O (6-isopropyl-3 (2H)-pyridazinone). Reaction SMILES: [CH:1]([C:4]1[CH2:5][CH2:6][C:7](=[O:10])[NH:8][N:9]=1)([CH3:3])[CH3:2].BrBr>C(O)(=O)C>[CH:1]([C:4]1[CH:5]=[CH:6][C:7](=[O:10])[NH:8][N:9]=1)([CH3:3])[CH3:2]. Procedure details: 4,5-Dihydro-6-isopropyl-3 (2H)-pyridazinone (3.10 g) was dissolved in acetic acid (30.0 ml), and bromine (3.50 g, 22.0 mmol) was added dropwise to the solution over 10 minutes under heating at 100° C. with stirring. After the reaction solution was heated for 1 hour under reflux, the acetic acid was distilled away under reduced pressure, and water (100 ml) was added to the residues which were then extracted 5 times with ethyl acetate. The extracts were combined, dried over anhydrous magnesium sul... The solvent is ClCCl (dichloromethane), C(C)(=O)OCC (ethyl acetate). Reaction SMILES: [NH2:1][CH:2]1[CH2:6][CH2:5][N:4]([C:7]2[CH:12]=[C:11]([CH3:13])[CH:10]=[CH:9][N:8]=2)[CH2:3]1.[C:14]([O:18][C:19]([NH:21][C:22]([NH:24][C:25]([O:27][C:28]([CH3:31])([CH3:30])[CH3:29])=[O:26])=S)=[O:20])([CH3:17])([CH3:16])[CH3:15].C(N(C(C)C)CC)(C)C.[I-].C[N+]1C=CC=CC=1Cl>ClCCl.C(OCC)(=O)C>[C:28]([O:27][C:25]([NH:24][C:22]([NH:21][C:19]([O:18][C:14]([CH3:17])([CH3:16])[CH3:15])=[O:20])=[N:1][CH:2]1[CH2:6][CH2:5][N:4]([C:7]2[CH:12]=[C:11]([CH3:13])[CH:10]=[CH:9][N:8]=2)[CH2:3]1)=[O:26])([CH3:31])([CH3:30])[CH3:29] |f:3.4|. Procedure details: To a suspension of 3-amino-1-(4-methylpyridin-2-yl)pyrrolidine (177 mg) and N,N′-bis(tert-butoxycarbonyl)thiourea (331 mg) and diisopropylethylamine (0.4 ml) in dichloromethane (10 ml) was added 1-methyl-2-chloropyridinium iodide (332 mg), and the mixture was stirred for 16 hours. The mixture was diluted with ethyl acetate, washed with water and brine, dried over magnesium sulfate and evaporated under reduced pressure. The residue was purified by column chromatography (silica gel 25 g, n-hexane:... Reaction conditions: time 16 hour. The product is C(C)(C)(C)OC(=O)NC(=NC1CN(CC1)C1=NC=CC(=C1)C)NC(=O)OC(C)(C)C (N,N′-bis(tert-butoxycarbonyl)-N″-(1-(4-methylpyridin-2-yl)pyrrolidin-3-yl)guanidine). The reactants are [I-].C[N+]1=C(C=CC=C1)Cl (1-methyl-2-chloropyridinium iodide), NC1CN(CC1)C1=NC=CC(=C1)C (3-amino-1-(4-methylpyridin-2-yl)pyrrolidine), C(C)(C)(C)OC(=O)NC(=S)NC(=O)OC(C)(C)C (N,N′-bis(tert-butoxycarbonyl)thiourea), C(C)(C)N(CC)C(C)C (diisopropylethylamine). The yield is 69.2%. The reactants are Brc1cncc(N2CCN3CCC2CC3)c1, CCO, [Na+], [Na+], O=C([O-])[O-], OB(O)c1ccccc1, c1ccccc1, c1ccc(P(c2ccccc2)(c2ccccc2)[Pd](P(c2ccccc2)(c2ccccc2)c2ccccc2)(P(c2ccccc2)(c2ccccc2)c2ccccc2)P(c2ccccc2)(c2ccccc2)c2ccccc2)cc1. Reaction SMILES: [Br:1][c:2]1[cH:3][c:4]([N:8]2[CH2:9][CH2:10][N:11]3[CH2:12][CH2:13][CH:14]2[CH2:15][CH2:16]3)[cH:5][n:6][cH:7]1.[CH3:115][CH2:116][OH:117].[Na+:26].[Na+:27].[O-:28][C:29](=[O:30])[O-:31].[OH:17][B:18]([OH:19])[c:20]1[cH:21][cH:22][cH:23][cH:24][cH:25]1.[cH:32]1[cH:33][cH:34][cH:35][cH:36][cH:37]1.[cH:38]1[cH:39][cH:40][c:41]([P:42]([Pd:43]([P:44]([c:45]2[cH:46][cH:47][cH:48][cH:49][cH:50]2)([c:51]2[cH:52][cH:53][cH:54][cH:55][cH:56]2)[c:57]2[cH:58][cH:59][cH:60][cH:61][cH:62]2)([P:63]([c:64]2[cH:65][cH:66][cH:67][cH:68][cH:69]2)([c:70]2[cH:71][cH:72][cH:73][cH:74][cH:75]2)[c:76]2[cH:77][cH:78][cH:79][cH:80][cH:81]2)[P:82]([c:83]2[cH:84][cH:85][cH:86][cH:87][cH:88]2)([c:89]2[cH:90][cH:91][cH:92][cH:93][cH:94]2)[c:95]2[cH:96][cH:97][cH:98][cH:99][cH:100]2)([c:101]2[cH:102][cH:103][cH:104][cH:105][cH:106]2)[c:107]2[cH:108][cH:109][cH:110][cH:111][cH:112]2)[cH:113][cH:114]1>>[c:2]1(-[c:20]2[cH:21][cH:22][cH:23][cH:24][cH:25]2)[cH:3][c:4]([N:8]2[CH2:9][CH2:10][N:11]3[CH2:12][CH2:13][CH:14]2[CH2:15][CH2:16]3)[cH:5][n:6][cH:7]1. Product: c1ccc(-c2cncc(N3CCN4CCC3CC4)c2)cc1. Reactants: CC1CCCCN1C(=O)OC(C)(C)C, CN(C)CCN(C)C, [Li]C(C)CC, CN(C)C=O. Product: CC1CCCC(C=O)N1C(=O)OC(C)(C)C. RXN SMILES: [C:1](=[O:2])([O:3][C:4]([CH3:5])([CH3:6])[CH3:7])[N:8]1[CH:9]([CH3:14])[CH2:10][CH2:11][CH2:12][CH2:13]1.[CH3:15][N:16]([CH3:17])[CH2:18][CH2:19][N:20]([CH3:21])[CH3:22].[CH:23]([Li:24])([CH2:25][CH3:26])[CH3:27].[O:28]=[CH:29][N:30]([CH3:31])[CH3:32]>>[C:1](=[O:2])([O:3][C:4]([CH3:5])([CH3:6])[CH3:7])[N:8]1[CH:9]([CH3:14])[CH2:10][CH2:11][CH2:12][CH:13]1[CH:29]=[O:28].